Task: describe an organic reaction: reactants, conditions, products, and yield. Dataset: the Open Reaction Database (ORD), a public repository of structured organic reaction records Starting materials: N#Cc1c(F)cccc1S(=O)(=O)Cl, C1CCOC1, C1CSCN1. Product: N#Cc1c(F)cccc1S(=O)(=O)N1CCSC1. As a reaction SMILES: [C:1](#[N:2])[c:3]1[c:4]([S:10](=[O:11])(=[O:12])[Cl:13])[cH:5][cH:6][cH:7][c:8]1[F:9].[O:19]1[CH2:20][CH2:21][CH2:22][CH2:23]1.[S:14]1[CH2:15][NH:16][CH2:17][CH2:18]1>>[C:1](#[N:2])[c:3]1[c:4]([S:10](=[O:11])(=[O:12])[N:16]2[CH2:15][S:14][CH2:18][CH2:17]2)[cH:5][cH:6][cH:7][c:8]1[F:9]. Starting materials: ClC1=C(C=C(C=C1)C(C)=O)F (1-(4-chloro-3-fluorophenyl)ethanone), ice water, CS(=O)C (DMSO), [H-].[Na+] (NaH), [I-].C[S+](C)C (Trimethylsulfonium iodide). Run in C1CCOC1 (THF), C1CCOC1 (THF). Run at temperature 65 celsius, time 10 minute. Yields the product ClC1=C(C=C(C=C1)C1(OC1)C)F (2-(4-chloro-3-fluorophenyl)-2-methyloxirane). As a reaction SMILES: CS(C)=O.[H-].[Na+].[I-].[CH3:8][S+](C)C.[Cl:12][C:13]1[CH:18]=[CH:17][C:16]([C:19](=[O:21])[CH3:20])=[CH:15][C:14]=1[F:22]>C1COCC1>[Cl:12][C:13]1[CH:18]=[CH:17][C:16]([C:19]2([CH3:8])[CH2:20][O:21]2)=[CH:15][C:14]=1[F:22] |f:1.2,3.4|. Procedure details: The title compound was prepared by following general procedure 3. DMSO was added to NaH (1 equiv.) and heated to 65° C. for 1 h. THF was added at the same temperature and heated for another 10 min. After 10 min., the reaction mixture was cooled to 0° C. Trimethylsulfonium iodide (1 equiv.) was added and stirred for 10 min. after which the solution of 1-(4-chloro-3-fluorophenyl)ethanone (1 equiv.) in THF was added dropwise. After complete addition, the reaction mixture was stirred at RT for 2 h. ... Reactants: COC1=C2CCCC(C2=CC=C1OC)=O (5,6-dimethoxy-1-tetralone), C[Si](C)(C)C#N (trimethylsilylcyanide), [Al+3].[Cl-].[Cl-].[Cl-] (AlCl3). Run in C1=CC=CC=C1 (benzene). Yields the product C(#N)C1=CCCC2=C(C(=CC=C12)OC)OC (1-Cyano-5,6-dimethoxy-3,4-dihydronaphthalene). The yield is 96.9%. Reaction SMILES: [CH3:1][O:2][C:3]1[C:12]([O:13][CH3:14])=[CH:11][CH:10]=[C:9]2[C:4]=1[CH2:5][CH2:6][CH2:7][C:8]2=O.C[Si]([C:20]#[N:21])(C)C.[Al+3].[Cl-].[Cl-].[Cl-]>C1C=CC=CC=1>[C:20]([C:8]1[C:9]2[C:4](=[C:3]([O:2][CH3:1])[C:12]([O:13][CH3:14])=[CH:11][CH:10]=2)[CH2:5][CH2:6][CH:7]=1)#[N:21] |f:2.3.4.5|. Procedure details: A solution of 5,6-dimethoxy-1-tetralone (30 g, 0.14 mole), trimethylsilylcyanide (15.8 g, 0.156 mole), ca. 15 mLs dry benzene, and catalytic AlCl3 was stirred under N2 at 70° (oil bath) for 15 hours. Benzene was removed (in-vacuo), 300 mL MeOH was added to the crude product, and the solution was stirred at 0°-10° C. as HCl was bubbled through the solution for 3 hours. Methanol was evaporated (in-vacuo) and ca. 500 mL water was added to the residue. The resultant solid was filtered, washed with w... The reactants are CCCCCC, CCOC(=O)c1ccc(N)cc1, [Na], C=CCO. Product: C=CCOC(=O)c1ccc(N)cc1. As a reaction SMILES: [CH3:18][CH2:19][CH2:20][CH2:21][CH2:22][CH3:23].[CH3:2][CH2:3][O:4][C:5](=[O:6])[c:7]1[cH:8][cH:9][c:10]([NH2:11])[cH:12][cH:13]1.[Na:1].[OH:14][CH2:15][CH:16]=[CH2:17]>>[CH:2]([CH2:3][O:4][C:5](=[O:6])[c:7]1[cH:8][cH:9][c:10]([NH2:11])[cH:12][cH:13]1)=[CH2:15]. Reactants: crude intermediate, S(=O)(Cl)Cl (Thionyl chloride), COC1=C(CN(CC(=O)OCC)CC=2C(=NOC2C(=O)OCC)C=2SC=CC2)C=CC(=C1)OC (Ethyl 4-(((2,4-dimethoxybenzyl)(2-ethoxy-2-oxoethyl)amino)methyl)-3-(thiophen-2-yl)isoxazole-5-carboxylate), CC(C)([O-])C.[K+] (Potassium tert-butoxide). Run in C(Cl)Cl (CH2Cl2), C1CCOC1 (THF). Conditions: temperature -78 celsius, time 14 hour. Yields the product OC=1C2=C(C=NC1C(=O)OCC)C(=NO2)C=2SC=CC2 (Ethyl 7-hydroxy-3-(thiophen-2-yl)isoxazolo[4,5-c]pyridine-6-carboxylate). Yield: 67.2%. RXN SMILES: COC1C=C(OC)C=CC=1C[N:6]([CH2:13][C:14]1[C:15]([C:24]2[S:25][CH:26]=[CH:27][CH:28]=2)=[N:16][O:17][C:18]=1[C:19](OCC)=[O:20])[CH2:7][C:8]([O:10][CH2:11][CH3:12])=[O:9].CC(C)([O-])C.[K+].S(Cl)(Cl)=O>C1COCC1.C(Cl)Cl>[OH:20][C:19]1[C:18]2[O:17][N:16]=[C:15]([C:24]3[S:25][CH:26]=[CH:27][CH:28]=3)[C:14]=2[CH:13]=[N:6][C:7]=1[C:8]([O:10][CH2:11][CH3:12])=[O:9] |f:1.2|. Procedure details: Ethyl 4-(((2,4-dimethoxybenzyl)(2-ethoxy-2-oxoethyl)amino)methyl)-3-(thiophen-2-yl)isoxazole-5-carboxylate (2.2 g, 4.51 mmol) was dissolved in 40 mL of THF and cooled to −78° C. Potassium tert-butoxide solution (9 mL, 9.02 mmol, 1M in THF) was added dropwise, and the mixture was stirred for 14 hours, the cold bath allowed to evaporate spontaneously. The reaction mixture was quenched with 8 mL of 1M HCl and 50 mL of saturated ammonium chloride solution. The product was extracted with EtOAc and th... Starting materials: C(C)(C)(C)OC(=O)N1CC(CC1)NC(=O)C=1SC=CC1NC1=C2C(=NC=C1)NC=C2 (3-{[3-(1H-Pyrrolo[2,3-b]pyridin-4-ylamino)-thiophene-2-carbonyl]-amino}-pyrrolidine-1-carboxylic acid tert-butyl ester), NCC(C)O (1-amino-2-propanol). Product: OC(CNC(=O)C=1SC=CC1NC1=C2C(=NC=C1)NC=C2)C (3-(1H-Pyrrolo[2,3-b]pyridin-4-ylamino)-thiophene-2-carboxylic acid (2-hydroxy-propyl)-amide). Reaction SMILES: C(OC(N1[CH2:12][CH2:11][CH:10]([NH:13][C:14]([C:16]2[S:17][CH:18]=[CH:19][C:20]=2[NH:21][C:22]2[CH:27]=[CH:26][N:25]=[C:24]3[NH:28][CH:29]=[CH:30][C:23]=23)=[O:15])C1)=O)(C)(C)C.NCC([OH:35])C>>[OH:35][CH:11]([CH3:12])[CH2:10][NH:13][C:14]([C:16]1[S:17][CH:18]=[CH:19][C:20]=1[NH:21][C:22]1[CH:27]=[CH:26][N:25]=[C:24]2[NH:28][CH:29]=[CH:30][C:23]=12)=[O:15]. Reported procedure: This compound was prepared in an analogous manner as 3-{[3-(1H-Pyrrolo[2,3-b]pyridin-4-ylamino)-thiophene-2-carbonyl]-amino}-pyrrolidine-1-carboxylic acid tert-butyl ester using 1-amino-2-propanol instead of 1-BOC-3-aminopyrrolidine. LCMS (ESI) 317 (M+H) 1H NMR (400 MHz, DMSO-d6) δ ppm 11.49 (1H, s) 10.22 (1H, s) 7.99 (1H, d, J=5.47 Hz) 7.94-7.98 (1H, m) 7.75 (1H, d, J=5.47 Hz) 7.44 (1H, d, J=5.27 Hz) 7.28 (1H, dd, J=3.42, 2.44 Hz) 6.77 (1H, d, J=5.47 Hz) 6.40 (1H, dd, J=3.42, 1.85 Hz) 4.70 (1H,...